Dataset: the Open Reaction Database (ORD), a public repository of structured organic reaction records. Task: describe an organic reaction: reactants, conditions, products, and yield The reactants are COC=1C=C(C(=O)N2CC(CC2)(CCOS(=O)(=O)C)C2=CC=CC=C2)C=C(C1OC)OC (1-(3,4,5-trimethoxybenzoyl)-3-phenyl-3-(2-methanesulfonyloxyethyl)pyrrolidine), ClCCl (dichloromethane), C(C)OCCN1C(=NC2=C1C=CC=C2)N2CCNCCC2 (4-(1-(2-ethoxyethyl)-1H-benzimidazol-2-yl)[1,4]diazepane), C(C)(C)N(C(C)C)CC (N,N-diisopropylethylamine). Run in CO (methanol), C(C)#N (acetonitrile). Conditions: time 72 hour. The product is COC=1C=C(C(=O)N2CC(CC2)(C2=CC=CC=C2)CCN2CCN(CCC2)C2=NC3=C(N2CCOCC)C=CC=C3)C=C(C1OC)OC (1-(3,4,5-Trimethoxybenzoyl)-3-(2-(4-(1-(2-ethoxyethyl)-1H-benzimidazol-2-yl)[1,4]diazepan-1-yl)ethyl)-3-phenylpyrrolidine). Reaction SMILES: [CH3:1][O:2][C:3]1[CH:4]=[C:5]([CH:26]=[C:27]([O:31][CH3:32])[C:28]=1[O:29][CH3:30])[C:6]([N:8]1[CH2:12][CH2:11][C:10]([C:20]2[CH:25]=[CH:24][CH:23]=[CH:22][CH:21]=2)([CH2:13][CH2:14]OS(C)(=O)=O)[CH2:9]1)=[O:7].[CH2:33]([O:35][CH2:36][CH2:37][N:38]1[C:42]2[CH:43]=[CH:44][CH:45]=[CH:46][C:41]=2[N:40]=[C:39]1[N:47]1[CH2:53][CH2:52][CH2:51][NH:50][CH2:49][CH2:48]1)[CH3:34].C(N(CC)C(C)C)(C)C.ClCCl>C(#N)C.CO>[CH3:32][O:31][C:27]1[CH:26]=[C:5]([CH:4]=[C:3]([O:2][CH3:1])[C:28]=1[O:29][CH3:30])[C:6]([N:8]1[CH2:12][CH2:11][C:10]([CH2:13][CH2:14][N:50]2[CH2:51][CH2:52][CH2:53][N:47]([C:39]3[N:38]([CH2:37][CH2:36][O:35][CH2:33][CH3:34])[C:42]4[CH:43]=[CH:44][CH:45]=[CH:46][C:41]=4[N:40]=3)[CH2:48][CH2:49]2)([C:20]2[CH:25]=[CH:24][CH:23]=[CH:22][CH:21]=2)[CH2:9]1)=[O:7]. Procedure: Combine 1-(3,4,5-trimethoxybenzoyl)-3-phenyl-3-(2-methanesulfonyloxyethyl)pyrrolidine (1.0 g, 2.2 mmol) and 4-(1-(2-ethoxyethyl)-1H-benzimidazol-2-yl)[1,4]diazepane (0.72 g, 2.2 mmol), and N,N-diisopropylethylamine (0.75 mL, 4.4 mmol) in acetonitrile (70 mL). Heat to reflux. After 72 hours, cool and pour the reaction mixture into dichloromethane (700 mL). Extract twice with water and then brine. Dry the organic layer over Na2SO4, filter, and concentrate in vacuo to obtain a residue. Chromatograp... Starting materials: IC (iodomethane), [Li+].C[Si](C)(C)[N-][Si](C)(C)C (LiHMDS), O1CCOC12CCC(CC2)C(=O)OCC (ethyl 1,4-dioxaspiro[4.5]decane-8-carboxylate). Solvent: C1CCOC1 (THF), C1CCOC1 (THF), C1CCOC1 (THF), C(=O)=O.CC(C)O (dry ice IPA). Conditions: temperature -78 celsius, time 1 hour. Product: CC1(CCC2(OCCO2)CC1)C(=O)OCC (Ethyl 8-methyl-1,4-dioxaspiro[4.5]decane-8-carboxylate). RXN SMILES: [O:1]1[C:5]2([CH2:10][CH2:9][CH:8]([C:11]([O:13][CH2:14][CH3:15])=[O:12])[CH2:7][CH2:6]2)[O:4][CH2:3][CH2:2]1.[Li+].[CH3:17][Si]([N-][Si](C)(C)C)(C)C.IC>C1COCC1.C(=O)=O.CC(O)C>[CH3:17][C:8]1([C:11]([O:13][CH2:14][CH3:15])=[O:12])[CH2:9][CH2:10][C:5]2([O:4][CH2:3][CH2:2][O:1]2)[CH2:6][CH2:7]1 |f:1.2,5.6|. Procedure details: To a 100 mL round-bottom flask was charged THF (8 mL). The flask was flushed with argon, sealed, and fitted to balloon containing argon. The flask was cooled to −78° C. in dry ice/IPA bath. To this solution was added ethyl 1,4-dioxaspiro[4.5]decane-8-carboxylate (Int-5a, 2.28 g, 10.64 mmol) in 8 mL THF. The resulting solution was allowed to remain at −78° C. while LiHMDS (1.0 M in THF, 12.34 mmol, 12.34 mL) was added dropwise. Upon completion of addition, the solution was allowed to warm to 0° C... Reactants: C(Br)(Br)(Br)Br (carbon tetrabromide), [Si](C1=CC=CC=C1)(C1=CC=CC=C1)(C(C)(C)C)OC[C@H](C#C)O ((S)-1-[(tert-Butyldiphenylsilyl)oxy]-3-butyn-2-ol), C1(=CC=CC=C1)P(C1=CC=CC=C1)C1=CC=CC=C1 (triphenylphosphine), N1=CC=CC=C1 (pyridine). The solvent is C1CCOC1 (THF), C1CCOC1 (THF), Hexanes. Conditions: time 45 minute. Yields the product Br[C@@H](CO[Si](C1=CC=CC=C1)(C1=CC=CC=C1)C(C)(C)C)C#C ((R)-2-Bromo-1-[tert-butyldiphenylsilyloxyl]-3-butyne). Yield: 96.8%. As a reaction SMILES: [Si:1]([O:18][CH2:19][C@@H:20](O)[C:21]#[CH:22])([C:14]([CH3:17])([CH3:16])[CH3:15])([C:8]1[CH:13]=[CH:12][CH:11]=[CH:10][CH:9]=1)[C:2]1[CH:7]=[CH:6][CH:5]=[CH:4][CH:3]=1.C1(P(C2C=CC=CC=2)C2C=CC=CC=2)C=CC=CC=1.N1C=CC=CC=1.C(Br)(Br)(Br)[Br:50]>C1COCC1>[Br:50][C@H:20]([C:21]#[CH:22])[CH2:19][O:18][Si:1]([C:14]([CH3:17])([CH3:16])[CH3:15])([C:8]1[CH:13]=[CH:12][CH:11]=[CH:10][CH:9]=1)[C:2]1[CH:7]=[CH:6][CH:5]=[CH:4][CH:3]=1. Procedure details: A flask was charged with (S)-1-[(tert-Butyldiphenylsilyl)oxy]-3-butyn-2-ol (1) (1.30 g, 4 mmol), triphenylphosphine (2.52 g, 9.60 mmol), THF (30 mL), pyridine (360 mg, 4.56 mmol). To this mixture was added carbon tetrabromide (1.53 g, 4.60 mmol) in THF (10 ml) over a 5 minute period. The resulting reaction mixture was stirred for 45 minutes. Hexanes (50 mL) was added, and the mixture was filtered and concentrated in vacuo. The residue was taken up into hexanes (50 mL), washed with 1 M HCl (40 mL... Reactants: Cc1cccc(C)c1NC(=O)CN1CCN(CC(O)COC2Cc3ccccc3C2)CC1, COc1ccc(CO)c(OC)c1, CC(C)O. Yields the product COc1ccc(COCC(O)CN2CCN(CC(=O)Nc3c(C)cccc3C)CC2)c(OC)c1. As a reaction SMILES: [CH3:1][c:2]1[c:3]([NH:9][C:10]([CH2:11][N:12]2[CH2:13][CH2:14][N:15]([CH2:18][CH:19]([CH2:20][O:21][CH:22]3[CH2:23][c:24]4[c:25]([cH:26][cH:27][cH:28][cH:29]4)[CH2:30]3)[OH:31])[CH2:16][CH2:17]2)=[O:32])[c:4]([CH3:8])[cH:5][cH:6][cH:7]1.[CH3:33][O:34][c:35]1[c:36]([CH2:37][OH:38])[cH:39][cH:40][c:41]([O:43][CH3:44])[cH:42]1.[CH3:45][CH:46]([OH:47])[CH3:48]>>[CH3:1][c:2]1[c:3]([NH:9][C:10]([CH2:11][N:12]2[CH2:13][CH2:14][N:15]([CH2:18][CH:19]([CH2:20][O:21][CH2:22][c:36]3[c:35]([O:34][CH3:33])[cH:42][c:41]([O:43][CH3:44])[cH:40][cH:39]3)[OH:31])[CH2:16][CH2:17]2)=[O:32])[c:4]([CH3:8])[cH:5][cH:6][cH:7]1. The reactants are Cl (hydrochloric acid), OC(C(=O)O)(C)C(F)F (2-hydroxy-2-difluoromethylpropionic acid), S(=O)(Cl)Cl (Thionyl chloride), NC1=CC=C(C(=O)C2=CC=CC=C2)C=C1 (4-Aminobenzophenone), C (CH4). Run in CC(=O)N(C)C (dimethylacetamide). Run at temperature -10 celsius, time 1 hour. Yields the product C1(=CC=CC=C1)C(=O)C1=CC=C(C=C1)NC(C(C(F)F)(C)O)=O (N-[4-(Phenylcarbonyl)phenyl]-3,3,-difluoro-2-hydroxy-2-methylpropanamide). As a reaction SMILES: [OH:1][C:2]([CH:7]([F:9])[F:8])([CH3:6])[C:3](O)=[O:4].S(Cl)(Cl)=O.[NH2:14][C:15]1[CH:28]=[CH:27][C:18]([C:19]([C:21]2[CH:26]=[CH:25][CH:24]=[CH:23][CH:22]=2)=[O:20])=[CH:17][CH:16]=1.Cl.C>CC(N(C)C)=O>[C:21]1([C:19]([C:18]2[CH:17]=[CH:16][C:15]([NH:14][C:3](=[O:4])[C:2]([OH:1])([CH3:6])[CH:7]([F:9])[F:8])=[CH:28][CH:27]=2)=[O:20])[CH:22]=[CH:23][CH:24]=[CH:25][CH:26]=1. Procedure: A solution of 2-hydroxy-2-difluoromethylpropionic acid (1.07 g, 7.65 mmol) in dry dimethylacetamide (15 ml) was stirred under a nitrogen atmosphere at -10° C. Thionyl chloride (0.91 g, 7.65 mmol) was added and the resulting mixture was allowed to stir at -10° C. for 1 hour. 4-Aminobenzophenone (1.0 g, 5.1 mmol) was then added and the reaction mixture was stirred at -10° C. for a further 15 mins. The solution was then allowed to warm to room temperature where it was stirred overnight. The reactio...